Dataset: the Open Reaction Database (ORD), a public repository of structured organic reaction records. Task: describe an organic reaction: reactants, conditions, products, and yield Reactants: C=O.N1=C(N)N=C(N)N=C1N (melamine-formaldehyde). Solvent: O (water). The product is C1(=NC(=NC(=N1)N)N)N (Cymel). Reaction SMILES: C=O.[N:3]1[C:10]([NH2:11])=[N:9][C:7]([NH2:8])=[N:6][C:4]=1[NH2:5]>O>[C:4]1([NH2:5])[N:6]=[C:7]([NH2:8])[N:9]=[C:10]([NH2:11])[N:3]=1 |f:0.1|. Procedure: Methylated melamine-formaldehyde crosslinker resin, in solution in water, Cytec Industries Inc., USA. Starting materials: [Al+3].[Cl-].[Cl-].[Cl-] (AlCl3), COC1=C2C=CNC2=C(N=C1)N1N=CN=C1 (4-methoxy-7-(1,2,4-triazol-1-yl)-6-azaindole), methyl oxalyl chloride, C(C)(=O)[O-].[NH4+] (ammonium acetate), CCOC(=O)C (EtOAc). The solvent is C(Cl)Cl.C[N+](=O)[O-] (CH2Cl2 MeNO2). Run at time 16 hour. Product: COC(C(=O)C1=CNC2=C(N=CC(=C12)OC)N1N=CN=C1)=O (4-methoxy-7-(1,2,4-triazol-1-yl)-6-azaindol-3-yl-oxoacetic acid methyl ester). The yield is 46.0%. RXN SMILES: [Al+3].[Cl-].[Cl-].[Cl-].[CH3:5][O:6][C:7]1[CH:15]=[N:14][C:13]([N:16]2[CH:20]=[N:19][CH:18]=[N:17]2)=[C:12]2[C:8]=1[CH:9]=[CH:10][NH:11]2.C([O-])(=[O:23])C.[NH4+].C[CH2:27][O:28][C:29]([CH3:31])=[O:30]>C(Cl)Cl.C[N+]([O-])=O>[CH3:27][O:28][C:29](=[O:30])[C:31]([C:9]1[C:8]2[C:12](=[C:13]([N:16]3[CH:20]=[N:19][CH:18]=[N:17]3)[N:14]=[CH:15][C:7]=2[O:6][CH3:5])[NH:11][CH:10]=1)=[O:23] |f:0.1.2.3,5.6,8.9|. Reported procedure: To a mixture of AlCl3 (0.665 g, 5.0 mmol) in 4 mL of CH2Cl2-MeNO2 (4:1) was added 4-methoxy-7-(1,2,4-triazol-1-yl)-6-azaindole (0.108 g, 0.50 mmol) as a solid. To the resulting solution was added methyl oxalyl chloride (0.185 mL, 2.0 mmol) dropwise and then the mixture was stirred at room temperature for 16 h. The reaction mixture was then carefully poured into 20% aqueous ammonium acetate and EtOAc was added. The resulting emulsion was filtered and the residue was washed with additional EtOAc. ... The reactants are O.NN (Hydrazine hydrate), COC=1N=C2C=3N(C(COC3C=NC2=CC1)[C@@H]1CC[C@H](CC1)N1C(C2=CC=CC=C2C1=O)=O)C (2-[trans-4-(6-methoxy-4-methyl-3,4-dihydro-2H-1-oxa-4,5,9-triaza-phenanthren-3-yl)-cyclohexyl]-isoindole-1,3-dione). Solvent: C(C)O (ethanol). Run at temperature 50 celsius, time 16 hour. Product: COC=1N=C2C=3N(C(COC3C=NC2=CC1)[C@@H]1CC[C@H](CC1)N)C (trans-4-(6-methoxy-4-methyl-3,4-dihydro-2H-1-oxa-4,5,9-triaza-phenanthren-3-yl)-cyclohexylamine). The yield is 135.3%. As a reaction SMILES: O.NN.[CH3:4][O:5][C:6]1[N:7]=[C:8]2[C:17](=[CH:18][CH:19]=1)[N:16]=[CH:15][C:14]1[O:13][CH2:12][CH:11]([C@H:20]3[CH2:25][CH2:24][C@H:23]([N:26]4C(=O)C5C(=CC=CC=5)C4=O)[CH2:22][CH2:21]3)[N:10]([CH3:37])[C:9]2=1>C(O)C>[CH3:4][O:5][C:6]1[N:7]=[C:8]2[C:17](=[CH:18][CH:19]=1)[N:16]=[CH:15][C:14]1[O:13][CH2:12][CH:11]([C@H:20]3[CH2:25][CH2:24][C@H:23]([NH2:26])[CH2:22][CH2:21]3)[N:10]([CH3:37])[C:9]2=1 |f:0.1|. Procedure details: Hydrazine hydrate (2M solution in methanol, 90 μL, 0.18 mmol, 1.0 eq) is added at room temperature to a stirred solution of 2-[trans-4-(6-methoxy-4-methyl-3,4-dihydro-2H-1-oxa-4,5,9-triaza-phenanthren-3-yl)-cyclohexyl]-isoindole-1,3-dione (105 mg, 0.18 mmol, 1.0 eq) in ethanol (3 mL). After 16 hours stirring at 50° C., solvent is removed to afford trans-4-(6-methoxy-4-methyl-3,4-dihydro-2H-1-oxa-4,5,9-triaza-phenanthren-3-yl)-cyclohexylamine as an orange semisolid (80 mg, 93% yield). The reactants are O=c1sc2ccccc2n1CC(O)CBr, CCCCC1CCNCC1, CC#N, CCOC(C)=O, [K+], [K+], O=C([O-])[O-], O. The product is CCCCC1CCN(CC(O)Cn2c(=O)sc3ccccc32)CC1. Reaction SMILES: [Br:11][CH2:12][CH:13]([CH2:14][n:15]1[c:16](=[O:24])[s:17][c:18]2[c:19]1[cH:20][cH:21][cH:22][cH:23]2)[OH:25].[CH2:1]([CH2:2][CH2:3][CH3:4])[CH:5]1[CH2:6][CH2:7][NH:8][CH2:9][CH2:10]1.[CH3:33][C:34]#[N:35].[CH3:36][CH2:37][O:38][C:39]([CH3:40])=[O:41].[K+:26].[K+:27].[O-:28][C:29]([O-:30])=[O:31].[OH2:32]>>[CH2:1]([CH2:2][CH2:3][CH3:4])[CH:5]1[CH2:6][CH2:7][N:8]([CH2:12][CH:13]([CH2:14][n:15]2[c:16](=[O:24])[s:17][c:18]3[c:19]2[cH:20][cH:21][cH:22][cH:23]3)[OH:25])[CH2:9][CH2:10]1.